The task is: describe an organic reaction: reactants, conditions, products, and yield. This data is from the Open Reaction Database (ORD), a public repository of structured organic reaction records. The reactants are COC(=O)Cc1cccc(OCCCC2CCN(C(=O)OC(C)(C)C)CC2)c1, CO. The product is CC(C)(C)OC(=O)N1CCC(CCCOc2cccc(CC(=O)O)c2)CC1. Reaction SMILES: [C:1](=[O:2])([O:3][C:4]([CH3:5])([CH3:6])[CH3:7])[N:8]1[CH2:9][CH2:10][CH:11]([CH2:14][CH2:15][CH2:16][O:17][c:18]2[cH:19][c:20]([CH2:24][C:25](=[O:26])[O:27][CH3:28])[cH:21][cH:22][cH:23]2)[CH2:12][CH2:13]1.[CH3:29][OH:30]>>[C:1](=[O:2])([O:3][C:4]([CH3:5])([CH3:6])[CH3:7])[N:8]1[CH2:9][CH2:10][CH:11]([CH2:14][CH2:15][CH2:16][O:17][c:18]2[cH:19][c:20]([CH2:24][C:25](=[O:26])[OH:27])[cH:21][cH:22][cH:23]2)[CH2:12][CH2:13]1. Reactants: FC1=CC=C(C=C1)C#CC=1C=C(C=NC1)C=O (5-(4-fluorophenylethynyl)-pyridine-3-carbaldehyde), Cl.O(C)N (methoxylamine hydrochloride), C([O-])([O-])=O.[K+].[K+] (potassium carbonate). Yields the product Cl.CON=CC=1C=NC=C(C1)C#CC1=CC=C(C=C1)F (5-(4-Fluorophenylethynyl)-pyridine-3-carbaldehyde O-methyloxime hydrochloride). Yield: 64.0%. Reaction SMILES: [F:1][C:2]1[CH:7]=[CH:6][C:5]([C:8]#[C:9][C:10]2[CH:11]=[C:12]([CH:16]=O)[CH:13]=[N:14][CH:15]=2)=[CH:4][CH:3]=1.[ClH:18].[O:19]([NH2:21])[CH3:20].C(=O)([O-])[O-].[K+].[K+]>>[ClH:18].[CH3:20][O:19][N:21]=[CH:16][C:12]1[CH:13]=[N:14][CH:15]=[C:10]([C:9]#[C:8][C:5]2[CH:4]=[CH:3][C:2]([F:1])=[CH:7][CH:6]=2)[CH:11]=1 |f:1.2,3.4.5,6.7|. Procedure: Prepare essentially as described in EXAMPLE 6 using 5-(4-fluorophenylethynyl)-pyridine-3-carbaldehyde, (prepared essentially as described in EXAMPLE 99), (150 mg, 0.64 mmol), methoxylamine hydrochloride (430 mg, 5.15 mmol) and potassium carbonate to give the title compound (120 mg, 64%). Yields the product C(C)OC(CNC(C1=CC=C(C=C1)S(NC1=C(C=CC(=C1)F)OC1=CC=C(C=C1)F)(=O)=O)=O)=O ({4-[5-Fluoro-2-(4-fluoro-phenoxy)-phenylsulfamoyl]-benzoylamino}-acetic acid ethyl ester). Reactants: FC=1C=CC(=C(C1)NS(=O)(=O)C1=CC=C(C(=O)O)C=C1)OC1=CC=C(C=C1)F (4-[5-fluoro-2-(4-fluoro-phenoxy)-phenylsulfamoyl]-benzoic acid), Cl.C(C)OC(CN)=O (glycine ethyl ester hydrochloride). Reaction SMILES: [F:1][C:2]1[CH:3]=[CH:4][C:5]([O:21][C:22]2[CH:27]=[CH:26][C:25]([F:28])=[CH:24][CH:23]=2)=[C:6]([NH:8][S:9]([C:12]2[CH:20]=[CH:19][C:15]([C:16](O)=[O:17])=[CH:14][CH:13]=2)(=[O:11])=[O:10])[CH:7]=1.Cl.[CH2:30]([O:32][C:33](=[O:36])[CH2:34][NH2:35])[CH3:31]>>[CH2:30]([O:32][C:33](=[O:36])[CH2:34][NH:35][C:16](=[O:17])[C:15]1[CH:19]=[CH:20][C:12]([S:9](=[O:10])(=[O:11])[NH:8][C:6]2[CH:7]=[C:2]([F:1])[CH:3]=[CH:4][C:5]=2[O:21][C:22]2[CH:27]=[CH:26][C:25]([F:28])=[CH:24][CH:23]=2)=[CH:13][CH:14]=1)[CH3:31] |f:1.2|. Procedure: The title compound was prepared from 4-[5-fluoro-2-(4-fluoro-phenoxy)-phenylsulfamoyl]-benzoic acid and glycine ethyl ester hydrochloride (Aldrich) according to the method described in Example 1.1/d. Run in O (water). Run at temperature 120 celsius, time 5 day. Yields the product COC(=O)C1(CCN(CC1)CC1=CC=CC=C1)NC1=CC=C(C=C1)Cl (1-Benzyl-4-(4-chloro-phenylamino)-piperidine-4-carboxylic acid methyl ester). Reaction SMILES: [CH2:1]([N:8]1[CH2:13][CH2:12][C:11]([NH:17][C:18]2[CH:23]=[CH:22][C:21]([Cl:24])=[CH:20][CH:19]=2)([C:14](N)=[O:15])[CH2:10][CH2:9]1)[C:2]1[CH:7]=[CH:6][CH:5]=[CH:4][CH:3]=1.C1(C)C(S(O)(=O)=O)=CC=CC=1.[OH-:36].[NH4+].[CH3:38]O>O>[CH3:38][O:36][C:14]([C:11]1([NH:17][C:18]2[CH:19]=[CH:20][C:21]([Cl:24])=[CH:22][CH:23]=2)[CH2:12][CH2:13][N:8]([CH2:1][C:2]2[CH:3]=[CH:4][CH:5]=[CH:6][CH:7]=2)[CH2:9][CH2:10]1)=[O:15] |f:2.3|. The reactants are C(C1=CC=CC=C1)N1CCC(CC1)(C(=O)N)NC1=CC=C(C=C1)Cl (1-Benzyl-4-(4-chloro-phenylamino)-piperidine-4-carboxylic acid amide), C=1(C(=CC=CC1)S(=O)(=O)O)C (toluene sulfonic acid), CO (methanol), [OH-].[NH4+] (ammonium hydroxide). Procedure details: To a solution of 1-Benzyl-4-(4-chloro-phenylamino)-piperidine-4-carboxylic acid amide (1.19 g 3.46 mmol) in methanol (10 ml) in a sealed tube was added toluene sulfonic acid (2.33 g, 12.11 mmol). The reaction was heated to 120° C., and stirred at that temperature behind a blast shield for 5 days. The reaction was then allowed to cool to room temperature at which time it was worked up by diluting with water, then by adding concentrated ammonium hydroxide until the pH≈8. The mixture was extracted ...